describe an organic reaction: reactants, conditions, products, and yield From a dataset of the Open Reaction Database (ORD), a public repository of structured organic reaction records. The reactants are O=C1NC2=CC=CC=C2C(=C1C(=O)O)C1=CC=CC=C1 (1,2-Dihydro-2-oxo-4-phenyl-3-quinolinecarboxylic acid), FC(C=1C=C(CN)C=C(C1)C(F)(F)F)(F)F (3,5-bis(trifluoromethyl)benzylamine). Reaction SMILES: [O:1]=[C:2]1[C:11]([C:12](O)=[O:13])=[C:10]([C:15]2[CH:20]=[CH:19][CH:18]=[CH:17][CH:16]=2)[C:9]2[C:4](=[CH:5][CH:6]=[CH:7][CH:8]=2)[NH:3]1.[F:21][C:22]([F:36])([F:35])[C:23]1[CH:24]=[C:25]([CH:28]=[C:29]([C:31]([F:34])([F:33])[F:32])[CH:30]=1)[CH2:26][NH2:27]>>[F:21][C:22]([F:35])([F:36])[C:23]1[CH:24]=[C:25]([CH:28]=[C:29]([C:31]([F:34])([F:32])[F:33])[CH:30]=1)[CH2:26][NH:27][C:12]([C:11]1[C:2](=[O:1])[NH:3][C:4]2[C:9]([C:10]=1[C:15]1[CH:16]=[CH:17][CH:18]=[CH:19][CH:20]=1)=[CH:8][CH:7]=[CH:6][CH:5]=2)=[O:13]. Procedure: 1,2-Dihydro-2-oxo-4-phenyl-3-quinolinecarboxylic acid was reacted with 3,5-bis(trifluoromethyl)benzylamine by a method similar to Example 101 (amidation) to yield the title compound. Product: FC(C=1C=C(CNC(=O)C=2C(NC3=CC=CC=C3C2C2=CC=CC=C2)=O)C=C(C1)C(F)(F)F)(F)F (N-[3,5-Bis(trifluoromethyl)benzyl]-1,2-dihydro-2-oxo-4-phenyl-3-quinolinecarboxamide).